From a dataset of the Open Reaction Database (ORD), a public repository of structured organic reaction records. describe an organic reaction: reactants, conditions, products, and yield Reactants: ClCCN1CCCCC1, Cl, Oc1ccc(-c2nnc(CSCCOc3ccccc3)o2)cc1. Yields the product c1ccc(OCCSCc2nnc(-c3ccc(OCCN4CCCCC4)cc3)o2)cc1. Reaction SMILES: [Cl:25][CH2:26][CH2:27][N:28]1[CH2:29][CH2:30][CH2:31][CH2:32][CH2:33]1.[ClH:24].[O:1]([c:2]1[cH:3][cH:4][cH:5][cH:6][cH:7]1)[CH2:8][CH2:9][S:10][CH2:11][c:12]1[n:13][n:14][c:15](-[c:17]2[cH:18][cH:19][c:20]([OH:23])[cH:21][cH:22]2)[o:16]1>>[O:1]([c:2]1[cH:3][cH:4][cH:5][cH:6][cH:7]1)[CH2:8][CH2:9][S:10][CH2:11][c:12]1[n:13][n:14][c:15](-[c:17]2[cH:18][cH:19][c:20]([O:23][CH2:26][CH2:27][N:28]3[CH2:29][CH2:30][CH2:31][CH2:32][CH2:33]3)[cH:21][cH:22]2)[o:16]1. The reactants are C(C1=CC=CC=C1)N1CCC(CC1)NC=1C(=CC(=CC1)F)N (1-N-(1-Benzyl-piperidin-4-yl)-4-fluoro-benzene-1,2-diamine), C(OC)(OC)OC (trimethyl orthoformate), Cl (HCl). The product is C(C1=CC=CC=C1)N1CCC(CC1)N1C=NC2=C1C=CC(=C2)F (1-(1-Benzyl-piperidin-4-yl)-5-fluoro-1-H-benzoimidazole). RXN SMILES: [CH2:1]([N:8]1[CH2:13][CH2:12][CH:11]([NH:14][C:15]2[C:16]([NH2:22])=[CH:17][C:18]([F:21])=[CH:19][CH:20]=2)[CH2:10][CH2:9]1)[C:2]1[CH:7]=[CH:6][CH:5]=[CH:4][CH:3]=1.[CH:23](OC)(OC)OC.Cl>>[CH2:1]([N:8]1[CH2:13][CH2:12][CH:11]([N:14]2[C:15]3[CH:20]=[CH:19][C:18]([F:21])=[CH:17][C:16]=3[N:22]=[CH:23]2)[CH2:10][CH2:9]1)[C:2]1[CH:7]=[CH:6][CH:5]=[CH:4][CH:3]=1. Procedure details: The title compound was prepared from 170 mg of 1-N-(1-benzyl-piperidin-4-yl)-4-fluoro-benzene-1,2-diamine (from Step A), 7 mL of trimethyl orthoformate, and 0.2 mL of concentrated HCl, using a procedure analogous to that described in Example 95, Step B to provide 123 mg of the title compound as a viscous brown oil Reactants: C#CCCCCC#C (1,7-octadiyne), C(#N)C(=O)OCC (ethyl cyanoformate), cyclopentadienyl-Cobalt(I)-dicarbonyl. The product is C1=NC(=CC=2CCCCC12)C(=O)OCC (Ethyl 5,6,7,8-tetrahydro-3-isoquinolinecarboxylate). Isolated yield 20.6%. RXN SMILES: [CH:1]#[C:2][CH2:3][CH2:4][CH2:5][CH2:6][C:7]#[CH:8].[C:9]([C:11]([O:13][CH2:14][CH3:15])=[O:12])#[N:10]>>[CH:8]1[C:7]2[CH2:6][CH2:5][CH2:4][CH2:3][C:2]=2[CH:1]=[C:9]([C:11]([O:13][CH2:14][CH3:15])=[O:12])[N:10]=1. Reported procedure: A solution of 1,7-octadiyne (4.00 ml, 30.1 mmol) and ethyl cyanoformate (2.95 ml, 30.1 mmol) in dry degassed 1,4-dioxane (500 ml) under argon at rt was treated with cyclopentadienyl-Cobalt(I)-dicarbonyl (0.814 g, 4.52 mmol) and then heated at reflux for 18 h. Reaction was then evaporated, treated with toluene (100 ml), re-evaporated, dissolved in DCM (100 ml), filtered through a short pad of Kieselguhr, eluting with DCM, organic extracts evaporated, chromatographed (0-100% DCM:40-60 Petroleum et...